Dataset: the Open Reaction Database (ORD), a public repository of structured organic reaction records. Task: describe an organic reaction: reactants, conditions, products, and yield Starting materials: O (water), ClC1=NC=CC(=C1)OC1=CC=C(C=C1)OC (2-chloro-4-(4-methoxyphenoxy)pyridine), CC=1N=C(SC1)N (4-methylthiazol-2-amine), P(=O)([O-])([O-])[O-].[K+].[K+].[K+] (potassium phosphate). The reagents and catalysts are CC1(C2=CC=CC(=C2OC=2C(=CC=CC12)P(C1=CC=CC=C1)C1=CC=CC=C1)P(C1=CC=CC=C1)C1=CC=CC=C1)C (9,9-dimethyl-4,5-bis(diphenylphosphino)xanthene), C=1C=CC(=CC1)/C=C/C(=O)/C=C/C2=CC=CC=C2.C=1C=CC(=CC1)/C=C/C(=O)/C=C/C2=CC=CC=C2.C=1C=CC(=CC1)/C=C/C(=O)/C=C/C2=CC=CC=C2.[Pd].[Pd] (Pd2(dba)3). Solvent: C1(=CC=CC=C1)C (toluene). Yields the product COC1=CC=C(OC2=CC(=NC=C2)NC=2SC=C(N2)C)C=C1 (4-(4-methoxyphenoxy)-N-(4-methylthiazol-2-yl)pyridin-2-amine). Yield: 48.4%. RXN SMILES: Cl[C:2]1[CH:7]=[C:6]([O:8][C:9]2[CH:14]=[CH:13][C:12]([O:15][CH3:16])=[CH:11][CH:10]=2)[CH:5]=[CH:4][N:3]=1.[CH3:17][C:18]1[N:19]=[C:20]([NH2:23])[S:21][CH:22]=1.P([O-])([O-])([O-])=O.[K+].[K+].[K+].O>C1(C)C=CC=CC=1.C1C=CC(/C=C/C(/C=C/C2C=CC=CC=2)=O)=CC=1.C1C=CC(/C=C/C(/C=C/C2C=CC=CC=2)=O)=CC=1.C1C=CC(/C=C/C(/C=C/C2C=CC=CC=2)=O)=CC=1.[Pd].[Pd].CC1(C)C2C=CC=C(P(C3C=CC=CC=3)C3C=CC=CC=3)C=2OC2C1=CC=CC=2P(C1C=CC=CC=1)C1C=CC=CC=1>[CH3:16][O:15][C:12]1[CH:13]=[CH:14][C:9]([O:8][C:6]2[CH:5]=[CH:4][N:3]=[C:2]([NH:23][C:20]3[S:21][CH:22]=[C:18]([CH3:17])[N:19]=3)[CH:7]=2)=[CH:10][CH:11]=1 |f:2.3.4.5,8.9.10.11.12|. Reported procedure: Using the method of Example 3, Step B, 2-chloro-4-(4-methoxyphenoxy)pyridine (2.952 g, 12.53 mmol), 4-methylthiazol-2-amine (28.47 mL, 11.39 mmol), potassium phosphate (2.417 g, 11.39 mmol), Pd2(dba)3, (0.2607 g, 0.2847 mmol) and 9,9-dimethyl-4,5-bis(diphenylphosphino)xanthene (0.1812 g, 0.3131 mmol) were reacted in toluene (30 mL) and water (8 mL) to provide 4-(4-methoxyphenoxy)-N-(4-methylthiazol-2-yl)pyridin-2-amine (1.726 g, 44.50% yield) as yellow solid. 1H NMR (CDCl3) δ 8.10 (d, 1H), 6.96 ...